This data is from the Open Reaction Database (ORD), a public repository of structured organic reaction records. The task is: describe an organic reaction: reactants, conditions, products, and yield Starting materials: CO, CC1(C(=O)Nc2ccc([N+](=O)[O-])c(C(F)(F)F)c2)CO1, N. The product is CC(O)(CN)C(=O)Nc1ccc([N+](=O)[O-])c(C(F)(F)F)c1. Reaction SMILES: [CH3:22][OH:23].[N+:1](=[O:2])([O-:3])[c:4]1[c:5]([C:17]([F:18])([F:19])[F:20])[cH:6][c:7]([NH:8][C:9]([C:10]2([CH3:13])[CH2:11][O:12]2)=[O:14])[cH:15][cH:16]1.[NH3:21]>>[N+:1](=[O:2])([O-:3])[c:4]1[c:5]([C:17]([F:18])([F:19])[F:20])[cH:6][c:7]([NH:8][C:9]([C:10]([CH2:11][NH2:21])([OH:12])[CH3:13])=[O:14])[cH:15][cH:16]1. Yields the product COC(NC(C(C)C)C(=O)N1C2CCC(C1C=1NC(=CN1)C1=CC=C(C=C1)C1=CC=C(C=C1)C=1NC(=NC1)C1N(C3CCC1C3)C(C(C(C)C)NC(=O)OC)=O)C2)=O ((1-{3-[5-(4′-{2-[2-(2-Methoxycarbonylamino-3-methyl-butyryl)-2-aza-bicyclo[2.2.1]hept-3-yl]-3H-imidazol-4-yl}-biphenyl-4-yl)-1H-imidazol-2-yl]-2-aza-bicyclo[2.2.1]heptane-2-carbonyl}-2-methyl-propyl)-carbamic acid methyl ester). RXN SMILES: C(OC(N1CCCC1C1NC(C2C=CC(C3C=CC(C4NC(C5CCN(C(OC(C)(C)C)=O)C5)=NC=4)=CC=3)=CC=2)=CN=1)=O)(C)(C)C.[CH3:47][O:48][C:49](=[O:84])[NH:50][CH:51]([C:55]([N:57]1[CH:62]([C:63]2[NH:64][C:65]([C:68]3[CH:73]=[CH:72][C:71](B4OC(C)(C)C(C)(C)O4)=[CH:70][CH:69]=3)=[CH:66][N:67]=2)[CH:61]2[CH2:83][CH:58]1[CH2:59][CH2:60]2)=[O:56])[CH:52]([CH3:54])[CH3:53].[CH3:85][O:86][C:87](=[O:114])[NH:88][CH:89]([C:93]([N:95]1[CH:100]([C:101]2[NH:102][C:103]([C:106]3[CH:111]=[CH:110][C:109](Br)=[CH:108][CH:107]=3)=[CH:104][N:105]=2)[CH:99]2[CH2:113][CH:96]1[CH2:97][CH2:98]2)=[O:94])[CH:90]([CH3:92])[CH3:91].C(OC(N1CCCC1C1NC(C2C=CC(B3OC(C)(C)C(C)(C)O3)=CC=2)=CN=1)=O)(C)(C)C.C(OC(N1CCC(C2NC(C3C=CC(Br)=CC=3)=CN=2)C1)=O)(C)(C)C>>[CH3:85][O:86][C:87](=[O:114])[NH:88][CH:89]([C:93]([N:95]1[CH:100]([C:101]2[NH:102][C:103]([C:106]3[CH:107]=[CH:108][C:109]([C:71]4[CH:72]=[CH:73][C:68]([C:65]5[NH:64][C:63]([CH:62]6[CH:61]7[CH2:60][CH:59]([CH2:58][CH2:83]7)[N:57]6[C:55](=[O:56])[CH:51]([NH:50][C:49]([O:48][CH3:47])=[O:84])[CH:52]([CH3:53])[CH3:54])=[N:67][CH:66]=5)=[CH:69][CH:70]=4)=[CH:110][CH:111]=3)=[CH:104][N:105]=2)[CH:99]2[CH2:113][CH:96]1[CH2:97][CH2:98]2)=[O:94])[CH:90]([CH3:92])[CH3:91]. Procedure: Following the procedure used to prepare compound 2-(5-{4′-[2-(1-Boc-pyrrolidin-3-yl)-3H-imidazol-4-yl]-biphenyl-4-yl}-1H-imidazol-2-yl)-pyrrolidine-1-carboxylic acid tert-butyl ester, except that [2-methyl-1-(3-{5-[4-(4,4,5,5-tetramethyl-[1,3,2]dioxaborolan-2-yl)-phenyl]-1H-imidazol-2-yl}-2-aza-bicyclo[2.2.1]heptane-2-carbonyl)-propyl]-carbamic acid methyl ester and (1-{3-[5-(4-bromo-phenyl)-1H-imidazol-2-yl]-2-aza-bicyclo[2.2.1]heptane-2-carbonyl}-2-methyl-propyl)-carbamic acid methyl ester wer... Starting materials: C(C)(C)(C)OC(=O)N1C(CCC1)C=1NC(=CN1)C1=CC=C(C=C1)C1=CC=C(C=C1)C=1NC(=NC1)C1CN(CC1)C(=O)OC(C)(C)C (2-(5-{4′-[2-(1-Boc-pyrrolidin-3-yl)-3H-imidazol-4-yl]-biphenyl-4-yl}-1H-imidazol-2-yl)-pyrrolidine-1-carboxylic acid tert-butyl ester), C(C)(C)(C)OC(=O)N1C(CCC1)C=1NC(=CN1)C1=CC=C(C=C1)B1OC(C(O1)(C)C)(C)C (2-{5-[4-(4,4,5,5-tetramethyl-[1,3,2]dioxaborolan-2-yl)-phenyl]-1H-imidazol-2-yl}-pyrrolidine-1-carboxylic acid tert-butyl ester), C(C)(C)(C)OC(=O)N1CC(CC1)C=1NC(=CN1)C1=CC=C(C=C1)Br (3-[5-(4-bromo-phenyl)-1H-imidazol-2-yl]-pyrrolidine-1-carboxylic acid tert-butyl ester), COC(NC(C(C)C)C(=O)N1C2CCC(C1C=1NC(=CN1)C1=CC=C(C=C1)B1OC(C(O1)(C)C)(C)C)C2)=O ([2-methyl-1-(3-{5-[4-(4,4,5,5-tetramethyl-[1,3,2]dioxaborolan-2-yl)-phenyl]-1H-imidazol-2-yl}-2-aza-bicyclo[2.2.1]heptane-2-carbonyl)-propyl]-carbamic acid methyl ester), COC(NC(C(C)C)C(=O)N1C2CCC(C1C=1NC(=CN1)C1=CC=C(C=C1)Br)C2)=O ((1-{3-[5-(4-bromo-phenyl)-1H-imidazol-2-yl]-2-aza-bicyclo[2.2.1]heptane-2-carbonyl}-2-methyl-propyl)-carbamic acid methyl ester). Starting materials: NN=C(c1ccccc1)c1ccccc1, CN(C)C(=N)N(C)C, O=C(OO)c1cccc(Cl)c1, ClCCl, I. The product is [N-]=[N+]=C(c1ccccc1)c1ccccc1. As a reaction SMILES: [C:1]([c:2]1[cH:3][cH:4][cH:5][cH:6][cH:7]1)([c:8]1[cH:9][cH:10][cH:11][cH:12][cH:13]1)=[N:14][NH2:15].[CH3:16][N:17]([CH3:18])[C:19]([N:20]([CH3:21])[CH3:22])=[NH:23].[Cl:25][c:26]1[cH:27][cH:28][cH:29][c:30]([C:31]([O:32][OH:33])=[O:34])[cH:35]1.[Cl:36][CH2:37][Cl:38].[I:24]>>[C:1]([c:2]1[cH:3][cH:4][cH:5][cH:6][cH:7]1)([c:8]1[cH:9][cH:10][cH:11][cH:12][cH:13]1)=[N+:14]=[N-:15]. Starting materials: O (water), CC(C)CCC[C@@H](C)[C@H]1CC[C@H]2[C@@H]3CC=C4C[C@@H](O)CC[C@]4(C)[C@H]3CC[C@]12C (cholesterol), OCC(C(=O)O)(C)C (hydroxypivalic acid), C1(=CC=C(C=C1)S(=O)(=O)O)C (p-toluenesulphonic acid). The solvent is C1(=CC=CC=C1)C (toluene). Conditions: time 4 hour. The product is OCC(C(=O)O[C@@H]1CC2=CC[C@H]3[C@@H]4CC[C@H]([C@@H](CCCC(C)C)C)[C@]4(CC[C@@H]3[C@]2(CC1)C)C)(C)C (cholest-5-en-3β-yl 3-hydroxy-2,2-dimethyl-propionate). Isolated yield 13.0%. Reaction SMILES: [CH3:1][CH:2]([CH2:4][CH2:5][CH2:6][C@H:7]([C@@H:9]1[C@:27]2([CH3:28])[C@H:12]([C@H:13]3[C@H:24]([CH2:25][CH2:26]2)[C@:22]2([CH3:23])[C:16]([CH2:17][C@H:18]([CH2:20][CH2:21]2)[OH:19])=[CH:15][CH2:14]3)[CH2:11][CH2:10]1)[CH3:8])[CH3:3].[OH:29][CH2:30][C:31]([CH3:36])([CH3:35])[C:32](O)=[O:33].C1(C)C=CC(S(O)(=O)=O)=CC=1.O>C1(C)C=CC=CC=1>[OH:33][CH2:32][C:31]([CH3:36])([CH3:35])[C:30]([O:19][C@H:18]1[CH2:20][CH2:21][C@@:22]2([CH3:23])[C:16](=[CH:15][CH2:14][C@@H:13]3[C@@H:24]2[CH2:25][CH2:26][C@@:27]2([CH3:28])[C@H:12]3[CH2:11][CH2:10][C@@H:9]2[C@H:7]([CH3:8])[CH2:6][CH2:5][CH2:4][CH:2]([CH3:1])[CH3:3])[CH2:17]1)=[O:29]. Procedure: A solution of 11.6 g of cholesterol and 3.6 g of hydroxypivalic acid in 80 ml of toluene is treated with 1 g of p-toluenesulphonic acid and boiled for 4 hours. The reaction mixture is treated with water and extracted with ether. The organic phase is dried and concentrated and the residue is purified over silica gel with petroleum ether/ether (4:1). There are obtained 1.9 g of cholest-5-en-3β-yl 3-hydroxy-2,2-dimethyl-propionate, m.p. 174°-176° C. The reactants are [BH3-]C#N, CC(=O)O, CO, O=CCCc1c[nH]c2ccc(F)cc12, NC1COc2ccc3c(c2C1)C(=O)NCC3, [Na+]. The product is O=C1NCCc2ccc3c(c21)CC(NCCCc1c[nH]c2ccc(F)cc12)CO3. As a reaction SMILES: [C:31]([BH3-:32])#[N:33].[CH3:35][C:36](=[O:37])[OH:38].[CH3:39][OH:40].[F:17][c:18]1[cH:19][c:20]2[c:21]([CH2:27][CH2:28][CH:29]=[O:30])[cH:22][nH:23][c:24]2[cH:25][cH:26]1.[NH2:1][CH:2]1[CH2:3][c:4]2[c:5]([cH:6][cH:7][c:8]3[c:13]2[C:12](=[O:14])[NH:11][CH2:10][CH2:9]3)[O:15][CH2:16]1.[Na+:34]>>[NH:1]([CH:2]1[CH2:3][c:4]2[c:5]([cH:6][cH:7][c:8]3[c:13]2[C:12](=[O:14])[NH:11][CH2:10][CH2:9]3)[O:15][CH2:16]1)[CH2:29][CH2:28][CH2:27][c:21]1[c:20]2[cH:19][c:18]([F:17])[cH:26][cH:25][c:24]2[nH:23][cH:22]1. The reactants are CN1CCc2[nH]c3ccc(CO)cc3c2C1, CN1CCCC1=O, C=Cc1ccc(C(=O)O)nc1, [K+], [OH-]. Yields the product CN1CCc2c(c3cc(CO)ccc3n2CCc2ccc(C(=O)O)nc2)C1. As a reaction SMILES: [CH3:1][N:2]1[CH2:3][c:4]2[c:5]([nH:6][c:7]3[cH:8][cH:9][c:10]([CH2:13][OH:14])[cH:11][c:12]23)[CH2:15][CH2:16]1.[CH3:30][N:31]1[CH2:32][CH2:33][CH2:34][C:35]1=[O:36].[CH:17](=[CH2:18])[c:19]1[cH:20][cH:21][c:22]([C:25](=[O:26])[OH:27])[n:23][cH:24]1.[K+:29].[OH-:28]>>[CH3:1][N:2]1[CH2:3][c:4]2[c:5]([n:6]([CH2:18][CH2:17][c:19]3[cH:20][cH:21][c:22]([C:25](=[O:26])[OH:27])[n:23][cH:24]3)[c:7]3[cH:8][cH:9][c:10]([CH2:13][OH:14])[cH:11][c:12]23)[CH2:15][CH2:16]1. Product: CCNC(=O)c1cc(NS(=O)(=O)c2ccc(I)cc2)ccc1Oc1cncc(Cl)c1. As a reaction SMILES: [CH2:38]([Cl:39])[Cl:40].[CH3:41][CH2:42][O:43][C:44](=[O:45])[CH3:46].[CH3:47][OH:48].[I:21][c:22]1[cH:23][cH:24][c:25]([S:28](=[O:29])(=[O:30])[Cl:31])[cH:26][cH:27]1.[NH2:1][c:2]1[cH:3][cH:4][c:5]([O:13][c:14]2[cH:15][c:16]([Cl:20])[cH:17][n:18][cH:19]2)[c:6]([C:7](=[O:8])[NH:9][CH2:10][CH3:11])[cH:12]1.[cH:32]1[cH:33][cH:34][n:35][cH:36][cH:37]1>>[NH:1]([c:2]1[cH:3][cH:4][c:5]([O:13][c:14]2[cH:15][c:16]([Cl:20])[cH:17][n:18][cH:19]2)[c:6]([C:7](=[O:8])[NH:9][CH2:10][CH3:11])[cH:12]1)[S:28]([c:25]1[cH:24][cH:23][c:22]([I:21])[cH:27][cH:26]1)(=[O:29])=[O:30]. Starting materials: ClCCl, CCOC(C)=O, CO, O=S(=O)(Cl)c1ccc(I)cc1, CCNC(=O)c1cc(N)ccc1Oc1cncc(Cl)c1, c1ccncc1.